This data is from the Open Reaction Database (ORD), a public repository of structured organic reaction records. The task is: describe an organic reaction: reactants, conditions, products, and yield Starting materials: C=C (ethylene), ClC1=C(C(=O)OC)C=CC(=C1C=NO)S(=O)(=O)C (methyl 2-chloro-3-hydroxyiminomethyl-4-methylsulfonylbenzoate), C=C (ethylene), C(C)(=O)[O-].[Na+] (sodium acetate), Cl[O-].[Na+] (sodium hypochlorite), C=C (ethylene). Run in ClCCl (dichloromethane). Conditions: time 12 hour. Product: ClC1=C(C(=O)OC)C=CC(=C1C1=NOCC1)S(=O)(=O)C (methyl 2-chloro-(4,5-dihydroisoxazol-3-yl)-4-methylsulfonylbenzoate). Yield: 2525.3%. Reaction SMILES: C=C.[Cl:3][C:4]1[C:13]([CH:14]=[N:15][OH:16])=[C:12]([S:17]([CH3:20])(=[O:19])=[O:18])[CH:11]=[CH:10][C:5]=1[C:6]([O:8][CH3:9])=[O:7].[C:21]([O-])(=O)[CH3:22].[Na+].Cl[O-].[Na+]>ClCCl>[Cl:3][C:4]1[C:13]([C:14]2[CH2:22][CH2:21][O:16][N:15]=2)=[C:12]([S:17]([CH3:20])(=[O:19])=[O:18])[CH:11]=[CH:10][C:5]=1[C:6]([O:8][CH3:9])=[O:7] |f:2.3,4.5|. Reported procedure: At 15-20° C., ethylene is introduced into a solution of 158.0 g (0.54 mol) of methyl 2-chloro-3-hydroxyiminomethyl-4-methylsulfonylbenzoate and 1 l of dichloromethane for 30 minutes. After the addition of 1.6 g of sodium acetate, 454 ml of sodium hypochlorite solution were added dropwise at 10° C., while simultaneously introducing ethylene. Subsequently, ethylene was introduced at 10° C. for a further 15 minutes. The mixture was stirred for 12 hours, the phases were separated and the organic pha... Starting materials: Cc1ccccc1, c1ccc2nc(N3CCNCC3)ccc2c1, COC(=O)CCCC(C)=O, Cc1ccc(S(=O)(=O)O)cc1. The product is COC(=O)CCCC(C)N1CCN(c2ccc3ccccc3n2)CC1. RXN SMILES: [CH3:38][c:39]1[cH:40][cH:41][cH:42][cH:43][cH:44]1.[N:11]1([c:17]2[n:18][c:19]3[cH:20][cH:21][cH:22][cH:23][c:24]3[cH:25][cH:26]2)[CH2:12][CH2:13][NH:14][CH2:15][CH2:16]1.[O:1]=[C:2]([CH2:3][CH2:4][CH2:5][C:6](=[O:7])[O:8][CH3:9])[CH3:10].[c:27]1([CH3:28])[cH:29][cH:30][c:31]([S:32]([OH:33])(=[O:34])=[O:35])[cH:36][cH:37]1>>[CH:2]([CH2:3][CH2:4][CH2:5][C:6](=[O:7])[O:8][CH3:9])([CH3:10])[N:14]1[CH2:13][CH2:12][N:11]([c:17]2[n:18][c:19]3[cH:20][cH:21][cH:22][cH:23][c:24]3[cH:25][cH:26]2)[CH2:16][CH2:15]1. The reactants are C([O-])([O-])=O.[K+].[K+] (Potassium carbonate), ClCC=O (2-chloroacetaldehyde), C(C)(C)(C)OC(=O)N1C(C(CC1)C(N)=S)C1=NC(=NC(=C1)C)N1C=NC=C1 (2-(2-imidazol-1-yl-6-methyl-pyrimidin-4-yl)-3-thiocarbamoyl-pyrrolidine-1-carboxylic acid tert-butyl ester), FC(C(=O)OC(C(F)(F)F)=O)(F)F (Trifluoroacetic anhydride), N1=CC=CC=C1 (pyridine). Solvent: COCCOC (DME). Conditions: time 16 hour. The product is C(C)(C)(C)OC(=O)N1C(C(CC1)C=1SC=CN1)C1=NC(=NC(=C1)C)N1C=NC=C1 (2-(2-imidazol-1-yl-6-methyl-pyrimidin-4-yl)-3-thiazol-2-yl-pyrrolidine-1-carboxylic acid tert-butyl ester). The yield is 46.6%. Reaction SMILES: C(=O)([O-])[O-].[K+].[K+].Cl[CH2:8][CH:9]=O.[C:11]([O:15][C:16]([N:18]1[CH2:22][CH2:21][CH:20]([C:23](=[S:25])[NH2:24])[CH:19]1[C:26]1[CH:31]=[C:30]([CH3:32])[N:29]=[C:28]([N:33]2[CH:37]=[CH:36][N:35]=[CH:34]2)[N:27]=1)=[O:17])([CH3:14])([CH3:13])[CH3:12].FC(F)(F)C(OC(=O)C(F)(F)F)=O.N1C=CC=CC=1>COCCOC>[C:11]([O:15][C:16]([N:18]1[CH2:22][CH2:21][CH:20]([C:23]2[S:25][CH:8]=[CH:9][N:24]=2)[CH:19]1[C:26]1[CH:31]=[C:30]([CH3:32])[N:29]=[C:28]([N:33]2[CH:37]=[CH:36][N:35]=[CH:34]2)[N:27]=1)=[O:17])([CH3:14])([CH3:12])[CH3:13] |f:0.1.2|. Procedure details: Potassium carbonate (700 mg, 5.20 mmol) and 2-chloroacetaldehyde (400 mg, 5.20 mmol) were added sequentially to a solution of 2-(2-imidazol-1-yl-6-methyl-pyrimidin-4-yl)-3-thiocarbamoyl-pyrrolidine-1-carboxylic acid tert-butyl ester (400 mg, 1.04 mmol) in DME (10 mL) at rt under an atmosphere of N2. The reaction mixture was stirred at room temperature for 16 h then filtered under vacuum. The filtrate was concentrated and the residue dissolved in DME (10 mL) prior to cooling to 0° C. Trifluoroace... Reactants: Cc1sc2nc(N(CCO)CCO)nc(NCc3ccccn3)c2c1Br, COCCOC, [Na+], [Na+], O=C([O-])[O-], O, OB(O)c1ccccc1, c1ccc(P(c2ccccc2)c2ccccc2)cc1. The product is Cc1sc2nc(N(CCO)CCO)nc(NCc3ccccn3)c2c1-c1ccccc1. RXN SMILES: [Br:1][c:2]1[c:3]([CH3:26])[s:4][c:5]2[n:6][c:7]([N:19]([CH2:20][CH2:21][OH:22])[CH2:23][CH2:24][OH:25])[n:8][c:9]([NH:11][CH2:12][c:13]3[n:14][cH:15][cH:16][cH:17][cH:18]3)[c:10]12.[CH2:62]([CH2:63][O:64][CH3:65])[O:66][CH3:67].[Na+:36].[Na+:37].[O-:38][C:39](=[O:40])[O-:41].[OH2:61].[OH:27][B:28]([OH:29])[c:30]1[cH:31][cH:32][cH:33][cH:34][cH:35]1.[c:42]1([P:43]([c:44]2[cH:45][cH:46][cH:47][cH:48][cH:49]2)[c:50]2[cH:51][cH:52][cH:53][cH:54][cH:55]2)[cH:56][cH:57][cH:58][cH:59][cH:60]1>>[c:2]1(-[c:30]2[cH:31][cH:32][cH:33][cH:34][cH:35]2)[c:3]([CH3:26])[s:4][c:5]2[n:6][c:7]([N:19]([CH2:20][CH2:21][OH:22])[CH2:23][CH2:24][OH:25])[n:8][c:9]([NH:11][CH2:12][c:13]3[n:14][cH:15][cH:16][cH:17][cH:18]3)[c:10]12. Starting materials: N1NC(C=2C=NC=3C=CC=CC3C21)=O (dihydro-pyrazolo-[4,3-c]quinolin-3-one), COC1=CC=C(C=C1)N1N=C2C(=CNC=3C=C(C=CC23)[N+](=O)[O-])C1=O (2-(4′-Methoxyphenyl)-7-nitro-2,5-dihydro-pyrazolo-(4,3-c) quinolin-3-one). The product is NC=1C=CC=2C=3C(=CNC2C1)C(N(N3)C3=CC=C(C=C3)OC)=O (7-amino-2-(4′-Methoxyphenyl)-2,5-dihydro-pyrazolo-[4,3-c]quinolin-3-one). Reaction SMILES: N1C2C3C=CC=CC=3N=CC=2C(=O)N1.[CH3:15][O:16][C:17]1[CH:22]=[CH:21][C:20]([N:23]2[C:38](=[O:39])[C:26]3=[CH:27][NH:28][C:29]4[CH:30]=[C:31]([N+:35]([O-])=O)[CH:32]=[CH:33][C:34]=4[C:25]3=[N:24]2)=[CH:19][CH:18]=1>>[NH2:35][C:31]1[CH:32]=[CH:33][C:34]2[C:25]3[C:26]([C:38](=[O:39])[N:23]([C:20]4[CH:21]=[CH:22][C:17]([O:16][CH3:15])=[CH:18][CH:19]=4)[N:24]=3)=[CH:27][NH:28][C:29]=2[CH:30]=1. Reported procedure: The title compound was prepared following the procedure described for 13a using 12c. 1H-NMR (DMSO-d6) δ (ppm): 6.74 (1H, d, J=2.20 Hz) 6.79 (1H, dd, J=8.79, 2.19 Hz), 7.42 (1H, d, J=8.79 Hz), 7.43 (1H, q, J=5.22 Hz), 7.86 (1H, d, J=8.51 Hz), 8.20 (1H, d, J=9.06 Hz), 8.21 (1H, q, J=5.21 Hz), 8.47 (1H, d, J=6.32 Hz). m/z 307.3 (MH+).